This data is from the Open Reaction Database (ORD), a public repository of structured organic reaction records. The task is: describe an organic reaction: reactants, conditions, products, and yield Reactants: NC=1C=C(COCCOCCCCCCN2C(O[C@@H](C2)C2=CC3=C(OC(OC3)(C)C)C=C2)=O)C=CC1 ((5R)-3-(6-{2-[(3-aminobenzyl)oxy]ethoxy}hexyl)-5-(2,2-dimethyl-4H-1,3-benzodioxin-6-yl)-1,3-oxazolidin-2-one), C1(CCCCC1)N=C=O (cyclohexyl isocyanate), C(C)(C)O (Isopropanol), C1(CCCCC1)N=C=O (cyclohexyl isocyanate). Run in ClCCl (dichloromethane). Run at temperature 20 celsius, time 3 hour. The product is C1(CCCCC1)NC(=O)NC1=CC(=CC=C1)COCCOCCCCCCN1C(O[C@@H](C1)C1=CC2=C(OC(OC2)(C)C)C=C1)=O (N-Cyclohexyl-N′-(3-{[2-({6-[(5R)-5-(2,2-dimethyl-4H-1,3-benzodioxin-6-yl)-2-oxo-1,3-oxazolidin-3-yl]hexyl}oxy)ethoxy]methyl}phenyl)urea). Yield: 81.1%. Reaction SMILES: [NH2:1][C:2]1[CH:3]=[C:4]([CH:34]=[CH:35][CH:36]=1)[CH2:5][O:6][CH2:7][CH2:8][O:9][CH2:10][CH2:11][CH2:12][CH2:13][CH2:14][CH2:15][N:16]1[CH2:20][C@@H:19]([C:21]2[CH:32]=[CH:31][C:24]3[O:25][C:26]([CH3:30])([CH3:29])[O:27][CH2:28][C:23]=3[CH:22]=2)[O:18][C:17]1=[O:33].[CH:37]1([N:43]=[C:44]=[O:45])[CH2:42][CH2:41][CH2:40][CH2:39][CH2:38]1.C(O)(C)C>ClCCl>[CH:37]1([NH:43][C:44]([NH:1][C:2]2[CH:36]=[CH:35][CH:34]=[C:4]([CH2:5][O:6][CH2:7][CH2:8][O:9][CH2:10][CH2:11][CH2:12][CH2:13][CH2:14][CH2:15][N:16]3[CH2:20][C@@H:19]([C:21]4[CH:32]=[CH:31][C:24]5[O:25][C:26]([CH3:30])([CH3:29])[O:27][CH2:28][C:23]=5[CH:22]=4)[O:18][C:17]3=[O:33])[CH:3]=2)=[O:45])[CH2:42][CH2:41][CH2:40][CH2:39][CH2:38]1. Procedure details: A solution of (5R)-3-(6-{2-[(3-aminobenzyl)oxy]ethoxy}hexyl)-5-(2,2-dimethyl-4H-1,3-benzodioxin-6-yl)-1,3-oxazolidin-2-one (0.209 g) in dichloromethane (4 ml) was treated with cyclohexyl isocyanate (0.075 g) and the mixture stirred under nitrogen at 20° C. for 3 h. At this point further cyclohexyl isocyanate (0.150 g) was added, and the reaction mixture stirred for a further 65 h. Isopropanol (15 ml) was added to quench excess isocyanate, and the mixture stirred for 3 h. The solvents were remove...